From a dataset of the Open Reaction Database (ORD), a public repository of structured organic reaction records. describe an organic reaction: reactants, conditions, products, and yield The reactants are C(C1=CC=CC=C1)Br (benzyl bromide), C([O-])([O-])=O.[Cs+].[Cs+] (cesium carbonate), ONC1=C(C(=O)OCC)C=CC=C1 (ethyl 2-(hydroxyamino)benzoate). The solvent is CN(C)C=O (DMF), CN(C)C=O (DMF), O (water). Conditions: time 1 hour. Product: C(C1=CC=CC=C1)ONC1=C(C(=O)OCC)C=CC=C1 (ethyl 2-(benzyloxyamino)benzoate). Yield: 72.0%. As a reaction SMILES: [CH2:1](Br)[C:2]1[CH:7]=[CH:6][CH:5]=[CH:4][CH:3]=1.C(=O)([O-])[O-].[Cs+].[Cs+].[OH:15][NH:16][C:17]1[CH:27]=[CH:26][CH:25]=[CH:24][C:18]=1[C:19]([O:21][CH2:22][CH3:23])=[O:20]>CN(C=O)C.O>[CH2:1]([O:15][NH:16][C:17]1[CH:27]=[CH:26][CH:25]=[CH:24][C:18]=1[C:19]([O:21][CH2:22][CH3:23])=[O:20])[C:2]1[CH:7]=[CH:6][CH:5]=[CH:4][CH:3]=1 |f:1.2.3|. Procedure details: To a stirring suspension of benzyl bromide (1.038 g, 6.07 mmol) and cesium carbonate (2.70 g, 8.28 mmol) in DMF (4 mL) was added ethyl 2-(hydroxyamino)benzoate (1.0 g, 5.52 mmol) dissolved in 2 mL DMF at RT and stirred for 1 h. Reaction mixture was diluted with water and extracted with EtOAC. The organic layer was separated and distilled out to get crude product which was column purified using 0-3% EtOAC in hexane to get the titled compound in 72% yield. Reactants: N1(CCCC1)CC1NCCSC1 (3-(pyrrolidin-1-ylmethyl)thiomorpholine), ClC=1C=C2C(CC(C2=CC1)C(=O)Cl)=O (5-chloro-3-oxoindan-1-carbonyl chloride). Solvent: C(C)N(CC)CC (triethylamine). Product: Cl.ClC=1C=C2C(CC(C2=CC1)C(=O)N1C(CSCC1)CN1CCCC1)=O (4-(5-chloro-3-oxoindan-1-carbonyl)-3-(pyrrolidin-1 ylmethyl)thiomorpholine hydrochloride). Isolated yield 67.7%. Reaction SMILES: [N:1]1([CH2:6][CH:7]2[CH2:12][S:11][CH2:10][CH2:9][NH:8]2)[CH2:5][CH2:4][CH2:3][CH2:2]1.[Cl:13][C:14]1[CH:15]=[C:16]2[C:20](=[CH:21][CH:22]=1)[CH:19]([C:23](Cl)=[O:24])[CH2:18][C:17]2=[O:26]>C(N(CC)CC)C>[ClH:13].[Cl:13][C:14]1[CH:15]=[C:16]2[C:20](=[CH:21][CH:22]=1)[CH:19]([C:23]([N:8]1[CH2:9][CH2:10][S:11][CH2:12][CH:7]1[CH2:6][N:1]1[CH2:2][CH2:3][CH2:4][CH2:5]1)=[O:24])[CH2:18][C:17]2=[O:26] |f:3.4|. Reported procedure: The procedure described in Example 24 was repeated, but using 3.7 g of 3-(pyrrolidin-1-ylmethyl)thiomorpholine, 3.42 ml of triethylamine and 4.56 g of 5-chloro-3-oxoindan-1-carbonyl chloride, to afford 2.8 g of the title compound melting at 200°-205° C. (dec.). Reactants: O=[N+]([O-])c1ccccc1Oc1ccccc1Cl, [H][H], C1CCOC1. The product is Nc1ccccc1Oc1ccccc1Cl. RXN SMILES: [Cl:1][c:2]1[c:3]([O:8][c:9]2[c:10]([N+:15]([O-:16])=[O:17])[cH:11][cH:12][cH:13][cH:14]2)[cH:4][cH:5][cH:6][cH:7]1.[H:18][H:19].[O:20]1[CH2:21][CH2:22][CH2:23][CH2:24]1>>[Cl:1][c:2]1[c:3]([O:8][c:9]2[c:10]([NH2:15])[cH:11][cH:12][cH:13][cH:14]2)[cH:4][cH:5][cH:6][cH:7]1. The reactants are CC(C)([O-])C.[K+] (potassium tert-butoxide), FC1=CC=C(C=C1)C(CC(C(=O)OCC)=O)=O (ethyl 4-(4-fluorophenyl)-2,4-dioxobutanoate), O.NN (hydrazine hydrate). Conditions: time 24 hour. Yields the product FC1=CC=C(C=C1)C1=NNC(=C1)C(=O)OCC (ethyl 3-(4-fluorophenyl)-1H-pyrazole-5-carboxylate). RXN SMILES: CC(C)([O-])C.[K+].[F:7][C:8]1[CH:13]=[CH:12][C:11]([C:14](=O)[CH2:15][C:16](=O)[C:17]([O:19][CH2:20][CH3:21])=[O:18])=[CH:10][CH:9]=1.O.[NH2:25][NH2:26]>>[F:7][C:8]1[CH:13]=[CH:12][C:11]([C:14]2[CH:15]=[C:16]([C:17]([O:19][CH2:20][CH3:21])=[O:18])[NH:26][N:25]=2)=[CH:10][CH:9]=1 |f:0.1,3.4|. Procedure details: In a further embodiment, a pyrazole cyclization reaction is provided in Scheme 14A. In this embodiment, 1-(4-fluorophenyl)ethanone is reacted with diethyl oxalate to provide ethyl 4-(4-fluorophenyl)-2,4-dioxobutanoate. In one embodiment, this reaction is performed in the presence of a base such as potassium tert-butoxide. In another embodiment, this reaction is performed at about room temperature for about 24 hours. The pyrazole ring is then generated by reaction of ethyl 4-(4-fluorophenyl)-2,4-... The reactants are C(#N)C1=CN=CC(=N1)C1=CC=C(C=C1)C(C(=O)O)(C)C (2-(4-(6-Cyanopyrazin-2-yl)phenyl)-2-methylpropanoic acid), O1C(=CC=C1)CN (furan-2-ylmethanamine), ( 347 ). Yields the product C(#N)C1=CN=CC(=N1)C1=CC=C(C=C1)C(C(=O)NCC=1OC=CC1)(C)C (2-(4-(6-cyanopyrazin-2-yl)phenyl)-N-(furan-2-ylmethyl)-2-methylpropanamide). The yield is 30.0%. RXN SMILES: [C:1]([C:3]1[N:8]=[C:7]([C:9]2[CH:14]=[CH:13][C:12]([C:15]([CH3:20])([CH3:19])[C:16]([OH:18])=O)=[CH:11][CH:10]=2)[CH:6]=[N:5][CH:4]=1)#[N:2].[O:21]1[CH:25]=[CH:24][CH:23]=[C:22]1[CH2:26][NH2:27]>>[C:1]([C:3]1[N:8]=[C:7]([C:9]2[CH:10]=[CH:11][C:12]([C:15]([CH3:20])([CH3:19])[C:16]([NH:27][CH2:26][C:22]3[O:21][CH:25]=[CH:24][CH:23]=3)=[O:18])=[CH:13][CH:14]=2)[CH:6]=[N:5][CH:4]=1)#[N:2]. Procedure: Prepared in a similar manner to Example 20 from 2-(4-(6-Cyanopyrazin-2-yl)phenyl)-2-methylpropanoic acid (example 20a) and furan-2-ylmethanamine. Yield 30%. 1H NMR (400 MHz, dMSO): δ 1.51 (s, 6H), 4.23-4.25 (d, 2H), 6.06-6.07 (d, 1H), 6.34-6.35 (t, 1H), 7.48-7.50 (d, 2H), 7.53 (t, 1H), 7.97-8.00 (t, 1H), 9.16 (s, 1H), 9.56 (s, 1H); MS+H (347). Starting materials: Cc1ccccc1, CCN(C(C)C)C(C)C, O=C(Cl)Cl, ClCCl, COc1ccc(C(C)C)cc1-c1ccc(C(F)(F)F)cc1CNC(CO)c1cc(C(F)(F)F)cc(C(F)(F)F)c1, O. Yields the product COc1ccc(C(C)C)cc1-c1ccc(C(F)(F)F)cc1CN1C(=O)OCC1c1cc(C(F)(F)F)cc(C(F)(F)F)c1. As a reaction SMILES: [CH3:55][c:56]1[cH:57][cH:58][cH:59][cH:60][cH:61]1.[CH:45]([N:46]([CH2:47][CH3:48])[CH:49]([CH3:50])[CH3:51])([CH3:52])[CH3:53].[Cl:1][C:2]([Cl:3])=[O:4].[Cl:62][CH2:63][Cl:64].[F:5][C:6]([c:7]1[cH:8][c:9]([CH:17]([CH2:18][OH:19])[NH:20][CH2:21][c:22]2[c:23](-[c:32]3[c:33]([O:41][CH3:42])[cH:34][cH:35][c:36]([CH:38]([CH3:39])[CH3:40])[cH:37]3)[cH:24][cH:25][c:26]([C:28]([F:29])([F:30])[F:31])[cH:27]2)[cH:10][c:11]([C:13]([F:14])([F:15])[F:16])[cH:12]1)([F:43])[F:44].[OH2:54]>>[C:2]1(=[O:4])[O:19][CH2:18][CH:17]([c:9]2[cH:8][c:7]([C:6]([F:5])([F:43])[F:44])[cH:12][c:11]([C:13]([F:14])([F:15])[F:16])[cH:10]2)[N:20]1[CH2:21][c:22]1[c:23](-[c:32]2[c:33]([O:41][CH3:42])[cH:34][cH:35][c:36]([CH:38]([CH3:39])[CH3:40])[cH:37]2)[cH:24][cH:25][c:26]([C:28]([F:29])([F:30])[F:31])[cH:27]1. The reactants are CC1=CC=C(C=C1)S(=O)(=O)OCC1OC2=C(C1)C=C(C=C2OS(=O)(=O)C(F)(F)F)Cl ((±)-(5-chloro-7-{[(trifluoromethyl)sulfonyl]oxy}-2,3-dihydro-1-benzofuran-2-yl)methyl 4-methylbenzenesulfonate), Intermediate 35, CC=1C=C(C=CC1)B(O)O (3-methylphenylboronic acid), C([O-])([O-])=O.[K+].[K+] (potassium carbonate). Reagents/catalysts: C1=CC=C(C=C1)[PH+](C2=CC=CC=C2)[C]3[CH][CH][CH][CH]3.C1=CC=C(C=C1)[PH+](C2=CC=CC=C2)[C]3[CH][CH][CH][CH]3.C(Cl)Cl.Cl[Pd]Cl.[Fe] (dichloro[1,1′-bis(diphenylphosphino)ferrocene]palladium(II) dichloromethane adduct). Yields the product CC1=CC=C(C=C1)S(=O)(=O)OCC1OC2=C(C1)C=C(C=C2C2=CC(=CC=C2)C)Cl ((±)-[5-chloro-7-(3-methylphenyl)-2,3-dihydro-1-benzofuran-2-yl]methyl 4-methylbenzenesulfonate). RXN SMILES: [CH3:1][C:2]1[CH:7]=[CH:6][C:5]([S:8]([O:11][CH2:12][CH:13]2[CH2:17][C:16]3[CH:18]=[C:19]([Cl:30])[CH:20]=[C:21](OS(C(F)(F)F)(=O)=O)[C:15]=3O2)(=[O:10])=[O:9])=[CH:4][CH:3]=1.[CH3:31][C:32]1[CH:33]=[C:34](B(O)O)[CH:35]=C[CH:37]=1.[C:41](=[O:44])([O-])[O-].[K+].[K+]>C1C=CC([PH+]([C]2[CH][CH][CH][CH]2)C2C=CC=CC=2)=CC=1.C1C=CC([PH+]([C]2[CH][CH][CH][CH]2)C2C=CC=CC=2)=CC=1.C(Cl)Cl.Cl[Pd]Cl.[Fe]>[CH3:1][C:2]1[CH:3]=[CH:4][C:5]([S:8]([O:11][CH2:12][CH:13]2[CH2:17][C:16]3[CH:18]=[C:19]([Cl:30])[CH:20]=[C:21]([C:15]4[CH:35]=[CH:34][CH:33]=[C:32]([CH3:37])[CH:31]=4)[C:41]=3[O:44]2)(=[O:9])=[O:10])=[CH:6][CH:7]=1 |f:2.3.4,5.6.7.8.9,^1:51,52,53,54,55,69,70,71,72,73|. Procedure: Treatment of (±)-(5-chloro-7-{[(trifluoromethyl)sulfonyl]oxy}-2,3-dihydro-1-benzofuran-2-yl)methyl 4-methylbenzenesulfonate (1.50 g, 3.10 mmol) with 3-methylphenylboronic acid (0.63 g, 4.60 mmol), dichloro[1,1′-bis(diphenylphosphino)ferrocene]palladium(II) dichloromethane adduct (0.252 g, 0.30 mmol), and potassium carbonate (0.829 g, 6.0 mmol) generally according to the procedure described for Intermediate 35 gave (±)-[5-chloro-7-(3-methylphenyl)-2,3-dihydro-1-benzofuran-2-yl]methyl 4-methylbenz...